describe an organic reaction: reactants, conditions, products, and yield From a dataset of the Open Reaction Database (ORD), a public repository of structured organic reaction records. Starting materials: O=C([O-])[O-], COc1ccc(C(=O)O)cc1C, [Cs+], [Cs+], CN(C)C=O, O, ClCSc1ccccc1. The product is COc1ccc(C(=O)OCSc2ccccc2)cc1C. Reaction SMILES: [C:1](=[O:2])([O-:3])[O-:4].[CH3:7][O:8][c:9]1[c:10]([CH3:18])[cH:11][c:12]([C:13](=[O:14])[OH:15])[cH:16][cH:17]1.[Cs+:5].[Cs+:6].[O:29]=[CH:30][N:31]([CH3:32])[CH3:33].[OH2:28].[c:19]1([S:25][CH2:26][Cl:27])[cH:20][cH:21][cH:22][cH:23][cH:24]1>>[CH3:7][O:8][c:9]1[c:10]([CH3:18])[cH:11][c:12]([C:13](=[O:14])[O:15][CH2:26][S:25][c:19]2[cH:20][cH:21][cH:22][cH:23][cH:24]2)[cH:16][cH:17]1. The reactants are C(#N)C1=C(C=NC=C1)B1OC(C)(C)C(C)(C)O1 (4-Cyanopyridine-3-boronic acid pinacol ester), C(=O)([O-])[O-].[K+].[K+] (K2CO3), BrC=1C(=NC=C(C(=O)NC2=CC=C(C=C2)OC(F)(F)F)C1)N1C[C@@H](CC1)O ((R)-5-Bromo-6-(3-hydroxypyrrolidin-1-yl)-N-(4-(trifluoromethoxy)phenyl)nicotinamide). The reagents and catalysts are C=1C=CC(=CC1)[P](C=2C=CC=CC2)(C=3C=CC=CC3)[Pd]([P](C=4C=CC=CC4)(C=5C=CC=CC5)C=6C=CC=CC6)([P](C=7C=CC=CC7)(C=8C=CC=CC8)C=9C=CC=CC9)[P](C=1C=CC=CC1)(C=1C=CC=CC1)C=1C=CC=CC1 (Pd(PPh3)4). Solvent: CN(C)C=O (DMF). Reaction conditions: temperature 130 celsius, time 4 hour. Yields the product C(#N)C1=C(C=NC=C1)C=1C(=NC=C(C1)C(=O)NC1=CC=C(C=C1)OC(F)(F)F)N1C[C@@H](CC1)O ((R)-4′-Cyano-2-(3-hydroxypyrrolidin-1-yl)-N-(4-(trifluoromethoxy)phenyl)-[3,3′-bipyridine]-5-carboxamide). Reaction SMILES: Br[C:2]1[C:3]([N:22]2[CH2:26][CH2:25][C@@H:24]([OH:27])[CH2:23]2)=[N:4][CH:5]=[C:6]([CH:21]=1)[C:7]([NH:9][C:10]1[CH:15]=[CH:14][C:13]([O:16][C:17]([F:20])([F:19])[F:18])=[CH:12][CH:11]=1)=[O:8].[C:28]([C:30]1[CH:35]=[CH:34][N:33]=[CH:32][C:31]=1B1OC(C)(C)C(C)(C)O1)#[N:29].C([O-])([O-])=O.[K+].[K+]>CN(C=O)C.C1C=CC([P]([Pd]([P](C2C=CC=CC=2)(C2C=CC=CC=2)C2C=CC=CC=2)([P](C2C=CC=CC=2)(C2C=CC=CC=2)C2C=CC=CC=2)[P](C2C=CC=CC=2)(C2C=CC=CC=2)C2C=CC=CC=2)(C2C=CC=CC=2)C2C=CC=CC=2)=CC=1>[C:28]([C:30]1[CH:35]=[CH:34][N:33]=[CH:32][C:31]=1[C:2]1[C:3]([N:22]2[CH2:26][CH2:25][C@@H:24]([OH:27])[CH2:23]2)=[N:4][CH:5]=[C:6]([C:7]([NH:9][C:10]2[CH:11]=[CH:12][C:13]([O:16][C:17]([F:20])([F:18])[F:19])=[CH:14][CH:15]=2)=[O:8])[CH:21]=1)#[N:29] |f:2.3.4,^1:59,61,80,99|. Reported procedure: (R)-5-Bromo-6-(3-hydroxypyrrolidin-1-yl)-N-(4-(trifluoromethoxy)phenyl)nicotinamide (Stage 35.1, 100 mg, 0.224 mmol) was dissolved in DMF (1.5 mL). 4-Cyanopyridine-3-boronic acid pinacol ester (77 mg, 0.336 mmol), K2CO3 (0.224 mL, 0.448 mmol) and Pd(PPh3)4 (12.95 mg, 0.011 mmol) were added at RT. The vial was evacuated/purged with argon and sealed. The light yellow solution was stirred at 130° C. for 4 h. The yellow reaction solution was diluted with EtOAc (50 mL) and washed with water (3×30 mL)... Reactants: CCCC[Sn](CCCC)(CCCC)c1ncco1, O=[N+]([O-])c1ccsc1Cl. Yields the product O=[N+]([O-])c1ccsc1-c1ncco1. RXN SMILES: [CH2:1]([Sn:2]([CH2:3][CH2:4][CH2:5][CH3:11])([c:6]1[o:7][cH:8][cH:9][n:10]1)[CH2:12][CH2:13][CH2:14][CH3:15])[CH2:16][CH2:17][CH3:18].[Cl:19][c:20]1[s:21][cH:22][cH:23][c:24]1[N+:25](=[O:26])[O-:27]>>[c:6]1(-[c:20]2[s:21][cH:22][cH:23][c:24]2[N+:25](=[O:26])[O-:27])[o:7][cH:8][cH:9][n:10]1. The reactants are C=CCOC(=O)c1c(Oc2nc(OC)cc(OC)n2)ccc2oc(C)c(C(=O)Cl)c12, CNC, ClCCl, O. The product is C=CCOC(=O)c1c(Oc2nc(OC)cc(OC)n2)ccc2oc(C)c(C(=O)N(C)C)c12. Reaction SMILES: [CH2:1]([CH:2]=[CH2:3])[O:4][C:5](=[O:6])[c:7]1[c:8]([O:20][c:21]2[n:22][c:23]([O:29][CH3:30])[cH:24][c:25]([O:27][CH3:28])[n:26]2)[cH:9][cH:10][c:11]2[c:12]1[c:13]([C:17](=[O:18])[Cl:19])[c:14]([CH3:16])[o:15]2.[CH3:31][NH:32][CH3:33].[Cl:35][CH2:36][Cl:37].[OH2:34]>>[CH2:1]([CH:2]=[CH2:3])[O:4][C:5](=[O:6])[c:7]1[c:8]([O:20][c:21]2[n:22][c:23]([O:29][CH3:30])[cH:24][c:25]([O:27][CH3:28])[n:26]2)[cH:9][cH:10][c:11]2[c:12]1[c:13]([C:17](=[O:18])[N:32]([CH3:31])[CH3:33])[c:14]([CH3:16])[o:15]2.